This data is from the Open Reaction Database (ORD), a public repository of structured organic reaction records. The task is: describe an organic reaction: reactants, conditions, products, and yield Starting materials: IC1=CC=CC2=C1OC1=C2C=CC=C1 (4-iododibenzo[b,d]furan), C1(=CC=CC=C1)B(O)O (phenylboronic acid), C1(CCCCC1)P(C1=C(C=CC=C1)C1=C(C=CC=C1OC)OC)C1CCCCC1 (dicyclohexyl(2′,6′-dimethoxy-[1,1′-biphenyl]-2-yl)phosphine), Pd2(dba)2, [O-]P(=O)([O-])[O-].[K+].[K+].[K+] (K3PO4). The solvent is O (water), C1(=CC=CC=C1)C (toluene). The product is C1(=CC=CC=C1)C1=CC=CC2=C1OC1=C2C=CC=C1 (4-phenyldibenzo[b,d]furan). Reaction SMILES: I[C:2]1[C:7]2[O:8][C:9]3[CH:14]=[CH:13][CH:12]=[CH:11][C:10]=3[C:6]=2[CH:5]=[CH:4][CH:3]=1.[C:15]1(B(O)O)[CH:20]=[CH:19][CH:18]=[CH:17][CH:16]=1.C1(P(C2CCCCC2)C2C=CC=CC=2C2C(OC)=CC=CC=2OC)CCCCC1.[O-]P([O-])([O-])=O.[K+].[K+].[K+]>O.C1(C)C=CC=CC=1>[C:15]1([C:2]2[C:7]3[O:8][C:9]4[CH:14]=[CH:13][CH:12]=[CH:11][C:10]=4[C:6]=3[CH:5]=[CH:4][CH:3]=2)[CH:20]=[CH:19][CH:18]=[CH:17][CH:16]=1 |f:3.4.5.6|. Procedure: 4-iododibenzo[b,d]furan (4 g, 13.60 mmol), phenylboronic acid (1.99 g, 16.32 mmol), dicyclohexyl(2′,6′-dimethoxy-[1,1′-biphenyl]-2-yl)phosphine (0.447 g, 1.08 mmol), Pd2(dba)2 (0.250 g, 0.272 mmol), K3PO4 (10.1 g, 47.6 mmol), 150 mL toluene and 15 mL water were charged in a 250 mL flask. The reaction mixture was degassed by bubbling N2 for 30 minutes and then heated to reflux under N2 overnight. The reaction was cooled to room temperature and the crude product was purified by silica gel column t... The reactants are C(CCC)[Li] (n-butyl lithium), solution, C(C1=CC=CC=C1)OCCOCCO (diethylene glycol monobenzyl ether), C(Cl)C1CO1 (epichlorohydrin), [Cl-].[NH4+] (ammonium chloride). Run in C1CCOC1 (THF), C1CCOC1 (THF). Conditions: time 15 minute. Product: C(C1=CC=CC=C1)OCCOCCOCC(O)COCCOCCOCC1=CC=CC=C1 (2-[2-(2-benzyloxyethoxy)ethoxy]-1-[2-(2-benzyloxyethoxy)ethoxymethyl]ethanol). Isolated yield 23.0%. RXN SMILES: [CH2:1]([Li])[CH2:2][CH2:3][CH3:4].[CH2:6]([O:13][CH2:14][CH2:15][O:16][CH2:17][CH2:18][OH:19])[C:7]1[CH:12]=[CH:11][CH:10]=[CH:9][CH:8]=1.[CH2:20]([CH:22]1[O:24][CH2:23]1)Cl.[Cl-].[NH4+]>C1COCC1>[CH2:1]([O:13][CH2:14][CH2:15][O:16][CH2:17][CH2:18][O:19][CH2:23][CH:22]([CH2:20][O:19][CH2:18][CH2:17][O:16][CH2:15][CH2:14][O:13][CH2:6][C:7]1[CH:12]=[CH:11][CH:10]=[CH:9][CH:8]=1)[OH:24])[C:2]1[CH:8]=[CH:7][CH:6]=[CH:4][CH:3]=1 |f:3.4|. Procedure details: A solution of n-butyl lithium in THF (1.6 N, 1.59 mL, 2.55 mmol) was added to 10 mL of a solution of diethylene glycol monobenzyl ether (500 mg, 2.55 mmol) in THF at −78° C., and the mixture was stirred for 15 minutes. Then, DL-epichlorohydrin (0.1 mL, 1.28 mmol) was added thereto. The mixture was stirred at room temperature for one hour and under reflux for one hour. Next, the THF solvent was evaporated under reduced pressure, and the residue was stirred at 100° C. without a solvent to complete... Reactants: CC(C)(C)OC(=O)NC(CC(=O)O)Cc1cc(F)c(F)cc1F, CN1CCOCC1, CC1NCCCNC1=O, CC(C)COC(=O)Cl, ClCCl, Cl, CN(C)C=O. The product is CC1C(=O)NCCCN1C(=O)CC(Cc1cc(F)c(F)cc1F)NC(=O)OC(C)(C)C. Reaction SMILES: [C:8]([CH3:9])([CH3:10])([CH3:11])[O:12][C:13](=[O:14])[NH:15][CH:16]([CH2:17][C:18](=[O:19])[OH:20])[CH2:21][c:22]1[c:23]([F:30])[cH:24][c:25]([F:29])[c:26]([F:28])[cH:27]1.[CH3:1][N:2]1[CH2:3][CH2:4][O:5][CH2:6][CH2:7]1.[CH3:40][CH:41]1[C:42](=[O:48])[NH:43][CH2:44][CH2:45][CH2:46][NH:47]1.[Cl:31][C:32]([O:33][CH2:34][CH:35]([CH3:36])[CH3:37])=[O:38].[Cl:49][CH2:50][Cl:51].[ClH:39].[O:52]=[CH:53][N:54]([CH3:55])[CH3:56]>>[C:8]([CH3:9])([CH3:10])([CH3:11])[O:12][C:13](=[O:14])[NH:15][CH:16]([CH2:17][C:18](=[O:20])[N:47]1[CH:41]([CH3:40])[C:42](=[O:48])[NH:43][CH2:44][CH2:45][CH2:46]1)[CH2:21][c:22]1[c:23]([F:30])[cH:24][c:25]([F:29])[c:26]([F:28])[cH:27]1. Reactants: C(C)(=O)O[C@H]1CC([C@]2(C)[C@@H]1[C@@H]1CC=C3C=C(CC[C@]3(C)[C@H]1CC2)OC)=O (15α-acetoxy-3-methoxy-androsta-3,5-diene-17-one), ( V ), [I-].C[S+](=O)(C)C (trimethylsulfoxonium iodide), [OH-].[K+] (potassium hydroxide). Run in O (water). Run at time 6 hour. The product is C1[C@@H]2[C@H]1C([C@]1(C)[C@@H]2[C@@H]2CC=C3C=C(CC[C@]3(C)[C@H]2CC1)OC)=O (15β,16β-methylene-3-methoxy-androsta-3,5-diene-17-one), ( VII ). RXN SMILES: C(O[C@@H:5]1[C@H:10]2[C@H:11]3[C@H:21]([CH2:22][CH2:23][C@:8]2([CH3:9])[C:7](=[O:26])[CH2:6]1)[C@:19]1([CH3:20])[C:14]([CH:15]=[C:16]([O:24][CH3:25])[CH2:17][CH2:18]1)=[CH:13][CH2:12]3)(=O)C.[I-].[CH3:28][S+](C)(C)=O.[OH-].[K+]>O>[CH2:28]1[C@@H:6]2[C:7](=[O:26])[C@:8]3([CH2:23][CH2:22][C@H:21]4[C@@H:11]([CH2:12][CH:13]=[C:14]5[C@:19]4([CH3:20])[CH2:18][CH2:17][C:16]([O:24][CH3:25])=[CH:15]5)[C@@H:10]3[C@H:5]12)[CH3:9] |f:1.2,3.4|. Reported procedure: The 15α-acetoxy-3-methoxy-androsta-3,5-diene-17-one of the general formula (V) is treated with a reagent prepared in situ from trimethylsulfoxonium iodide and potassium hydroxide in a solvent, the reaction mixture is stirred for 6 hours then added to water. The precipitate is filtered off, washed to remove the mother liquor and dried. Finally the 15β,16β-methylene-3-methoxy-androsta-3,5-diene-17-one obtained (a compound of the general formula (VII)) is crystallized from methanol. Reactants: CCCP(=O)=O (propylphosphonic anhydride), N1=CC=CC=C1 (Pyridine), NC1=CC(=NN1C1=CC=CC=C1)C(=O)OCC (ethyl 5-amino-1-phenyl-1H-pyrazole-3-carboxylate), BrC=1C=CC(=C(C(=O)O)C1)Cl (5-bromo-2-chlorobenzoic acid). Run in CC1OCCC1 (2-methyl-tetrahydrofuran). Conditions: temperature 85 celsius. The product is BrC=1C=CC(=C(C(=O)NC2=CC(=NN2C2=CC=CC=C2)C(=O)OCC)C1)Cl (Ethyl 5-(5-bromo-2-chlorobenzamido)-1-phenyl-1H-pyrazole-3-carboxylate). Yield: 75.8%. Reaction SMILES: N1C=CC=CC=1.[NH2:7][C:8]1[N:12]([C:13]2[CH:18]=[CH:17][CH:16]=[CH:15][CH:14]=2)[N:11]=[C:10]([C:19]([O:21][CH2:22][CH3:23])=[O:20])[CH:9]=1.[Br:24][C:25]1[CH:26]=[CH:27][C:28]([Cl:34])=[C:29]([CH:33]=1)[C:30](O)=[O:31].CCCP(=O)=O>CC1CCCO1>[Br:24][C:25]1[CH:26]=[CH:27][C:28]([Cl:34])=[C:29]([CH:33]=1)[C:30]([NH:7][C:8]1[N:12]([C:13]2[CH:18]=[CH:17][CH:16]=[CH:15][CH:14]=2)[N:11]=[C:10]([C:19]([O:21][CH2:22][CH3:23])=[O:20])[CH:9]=1)=[O:31]. Reported procedure: Pyridine (12.9 mL, 161 mmol) was added to a solution of ethyl 5-amino-1-phenyl-1H-pyrazole-3-carboxylate (9.32 g, 40.3 mmol) and 5-bromo-2-chlorobenzoic acid (10.4 g, 44.3 mmol) in 2-methyl-tetrahydrofuran (100 mL). The reaction was heated to 85° C. before the addition of propylphosphonic anhydride (38.5 mL, 60.4 mmol, 50% solution in EtOAc) drop-wise. The reaction was heated at 85° C. for 16 hours before cooling to room temperature. The organic solution was washed with saturated aqueous sodium ... The reactants are CI (methyl iodide), CN(C)C=O (DMF), ClC1=C(C=CC(=C1)Cl)[N+](=O)[O-] (2,4-dichloronitrobenzene), O.NC(CCC(=O)O)C(=O)O (DL-glutamic acid hydrate), C([O-])([O-])=O.[K+].[K+] (potassium carbonate). Run in O (water), C(C)O (ethanol). The product is COC(C(NC1=C(C=CC=C1)[N+](=O)[O-])CCC(=O)OC)=O (N-(2-Nitrophenyl)-DL-glutamic acid dimethyl ester). RXN SMILES: Cl[C:2]1[CH:7]=[C:6](Cl)[CH:5]=[CH:4][C:3]=1[N+:9]([O-:11])=[O:10].O.[NH2:13][CH:14](C(O)=O)[CH2:15][CH2:16][C:17]([OH:19])=[O:18].[C:23](=[O:26])([O-])[O-].[K+].[K+].[CH3:29]I.CN([CH:34]=[O:35])C>O.C(O)C>[CH3:23][O:26][C:34](=[O:35])[CH:14]([CH2:15][CH2:16][C:17]([O:19][CH3:29])=[O:18])[NH:13][C:2]1[CH:7]=[CH:6][CH:5]=[CH:4][C:3]=1[N+:9]([O-:11])=[O:10] |f:1.2,3.4.5|. Reported procedure: A mixture of 1-fluoro-2-nitrobenzene (VII, 4.80 g), DL-glutamic acid hydrate (XIIa, 5.62 g), potassium carbonate (8.00 g), ethanol (50 ml) and water (10 ml) is heated at 105° for 24 hr. The reaction mixture is then stripped of solvents and the residue stirred in DMF with methyl iodide (4 ml). After about a week, the DMF is removed and the residue is partitioned between dichloromethane and water. Silica gel chromatography (500 ml) using ethyl acetate/hexane (30/70) gives the title compound, NMR (... The reactants are BrCBr (Dibromomethane), CC1=NC=CC(C1O)=O (2-Methyl-3-hydroxy-4-pyridone), [H-].[Na+] (sodium hydride). The solvent is [Cl-].[Na+].O (brine), CS(=O)C (DMSO). Reaction conditions: time 3 day. The product is CC1=NC=CC2=C1OCO2 (2-Methyl-3,4-methylenedioxypyridine). RXN SMILES: [CH3:1][C:2]1[CH:7]([OH:8])[C:6](=[O:9])[CH:5]=[CH:4][N:3]=1.Br[CH2:11]Br.[H-].[Na+]>CS(C)=O.[Cl-].[Na+].O>[CH3:1][C:2]1[C:7]2[O:8][CH2:11][O:9][C:6]=2[CH:5]=[CH:4][N:3]=1 |f:2.3,5.6.7|. Reported procedure: 2-Methyl-3-hydroxy-4-pyridone (1.25 g, 10 mmol) was dissolved in dry DMSO (20 ml). Dibromomethane (3.5 g, 20 mmol) was added followed by sodium hydride (1 g, >20 mmol, 50-60% in oil). The mixture was left at ambient temperature under stirring for 3 days whereupon it was poured into brine (50 ml). The water-DMSO solution was extracted with methylene chloride (3×50 ml) and the collected extracts were used directly in the next step. A sample for NMR analysis was withdrawn. Procedure details: To a suspension of (S)-3-(5-cyclopropyl-1H-pyrazol-3-ylamino)-5-(1-(4-fluorophenyl)ethylamino)-2-nitrobenzonitrile (Method 97; 4.20 g, 10.0 mmol) and zinc dust (3.40 g, 52 mmol) in MeOH-THF (1:1, 100 ml) was slowly added saturated ammonium chloride (40 ml). The reaction mixture was stirred at 25° C. for 1 hour, to which was then added saturated ammonium acetate solution (50 ml). The resulting mixture was stirred for another 30 minutes. Zn dust was removed by filtration and washed with EtOAc (200... The solvent is CO.C1CCOC1 (MeOH THF). Reaction conditions: temperature 25 celsius, time 1 hour. As a reaction SMILES: [CH:1]1([C:4]2[NH:8][N:7]=[C:6]([NH:9][C:10]3[C:11]([N+:28]([O-])=O)=[C:12]([CH:15]=[C:16]([NH:18][C@H:19]([C:21]4[CH:26]=[CH:25][C:24]([F:27])=[CH:23][CH:22]=4)[CH3:20])[CH:17]=3)[C:13]#[N:14])[CH:5]=2)[CH2:3][CH2:2]1.[Cl-].[NH4+].C([O-])(=[O:35])C.[NH4+]>CO.C1COCC1.[Zn]>[NH2:28][C:11]1[C:10]([NH:9][C:6]2[CH:5]=[C:4]([CH:1]3[CH2:3][CH2:2]3)[NH:8][N:7]=2)=[CH:17][C:16]([NH:18][C@H:19]([C:21]2[CH:26]=[CH:25][C:24]([F:27])=[CH:23][CH:22]=2)[CH3:20])=[CH:15][C:12]=1[C:13]([NH2:14])=[O:35] |f:1.2,3.4,5.6|. The reactants are [Cl-].[NH4+] (ammonium chloride), C1(CC1)C1=CC(=NN1)NC=1C(=C(C#N)C=C(C1)N[C@@H](C)C1=CC=C(C=C1)F)[N+](=O)[O-] ((S)-3-(5-Cyclopropyl-1H-pyrazol-3-ylamino)-5-(1-(4-fluorophenyl)ethylamino)-2-nitrobenzonitrile), C(C)(=O)[O-].[NH4+] (ammonium acetate). The product is NC1=C(C(=O)N)C=C(C=C1NC1=NNC(=C1)C1CC1)N[C@@H](C)C1=CC=C(C=C1)F ((S)-2-Amino-3-(5-cyclopropyl-1H-pyrazol-3-ylamino)-5-(1-(4-fluorophenyl)ethylamino)benzamide). The reagents and catalysts are [Zn] (zinc). The reactants are BrBr (Bromine), CC=1C=CC=C2C(NC(=NC12)C1=C(C=CC=C1)OCCC)=O (8-methyl-2-(2-n-propoxyphenyl)quinazolin-4(3H)-one), BrN1C(CCC1=O)=O (N-bromosuccinimide). The solvent is C(C)(=O)O (acetic acid), CN(C=O)C (dimethylformamide). Conditions: temperature 105 celsius, time 1 hour. Product: BrC=1C=CC(=C(C1)C1=NC2=C(C=CC=C2C(N1)=O)C)OCCC (2-(5-Bromo-2-n-propoxyphenyl)-8-methylquinazolin-4(3H)-one). Yield: 87.7%. RXN SMILES: BrBr.[CH3:3][C:4]1[CH:5]=[CH:6][CH:7]=[C:8]2[C:13]=1[N:12]=[C:11]([C:14]1[CH:19]=[CH:18][CH:17]=[CH:16][C:15]=1[O:20][CH2:21][CH2:22][CH3:23])[NH:10][C:9]2=[O:24].[Br:25]N1C(=O)CCC1=O>C(O)(=O)C.CN(C)C=O>[Br:25][C:18]1[CH:17]=[CH:16][C:15]([O:20][CH2:21][CH2:22][CH3:23])=[C:14]([C:11]2[NH:10][C:9](=[O:24])[C:8]3[C:13](=[C:4]([CH3:3])[CH:5]=[CH:6][CH:7]=3)[N:12]=2)[CH:19]=1. Procedure: Bromine (3.2 g, 0.020 mol) was added dropwise to a stirred solution of 8-methyl-2-(2-n-propoxyphenyl)quinazolin-4(3H)-one (3 g, 0.010 mol) in glacial acetic acid (45 ml) at 95° C. The resulting suspension was heated at 105° C. for 18 hours and then evaporated under vacuum. The resulting solid was dissolved in dimethylformamide (25 ml) and the stirred solution treated dropwise with a solution of N-bromosuccinimide (0.89 g, 0.0051 mol) in dimethylformamide (25 ml). After 1 hour at ambient temperat... The reactants are CC#N, CC(C)(C)c1cc(N)cc2c1SCC2(C)C, O=S(=O)(O)C1=NCCN1. Yields the product CC(C)(C)c1cc(NC2=NCCN2)cc2c1SCC2(C)C. RXN SMILES: [CH3:26][C:27]#[N:28].[NH2:1][c:2]1[cH:3][c:4]2[c:5]([c:11]([C:13]([CH3:14])([CH3:15])[CH3:16])[cH:12]1)[S:6][CH2:7][C:8]2([CH3:9])[CH3:10].[NH:17]1[C:18]([S:22]([OH:23])(=[O:24])=[O:25])=[N:19][CH2:20][CH2:21]1>>[NH:1]([c:2]1[cH:3][c:4]2[c:5]([c:11]([C:13]([CH3:14])([CH3:15])[CH3:16])[cH:12]1)[S:6][CH2:7][C:8]2([CH3:9])[CH3:10])[C:18]1=[N:17][CH2:21][CH2:20][NH:19]1.